describe an organic reaction: reactants, conditions, products, and yield From a dataset of the Open Reaction Database (ORD), a public repository of structured organic reaction records. Reactants: C(O)NC(C(=C)C)=O (N-methylolmethacrylamide), C1(O)=CC=C(O)C=C1 (hydroquinone), N1CCOCC1 (morpholine). Run in O (water). The product is N1(CCOCC1)CNC(C(=C)C)=O (N-Morpholinylmethylmethacrylamide). Reaction SMILES: [CH2:1]([NH:3][C:4](=[O:8])[C:5]([CH3:7])=[CH2:6])O.C1(C=CC(O)=CC=1)O.[NH:17]1[CH2:22][CH2:21][O:20][CH2:19][CH2:18]1>O>[N:17]1([CH2:1][NH:3][C:4](=[O:8])[C:5]([CH3:7])=[CH2:6])[CH2:22][CH2:21][O:20][CH2:19][CH2:18]1. Procedure details: In a 300 cc capacity round bottom flask equipped with a stirrer were put 57.5 g (0.5 mole) of N-methylolmethacrylamide and 50 cc of water and, as a polymerization inhibitor, 500 mg of hydroquinone. On the other hand, 43 g (0.5 mole) of morpholine were gradually added thereto while stirring. Afterwards, the contents were stirred for 1 hour at 50°-60°C. Finally, the reaction mixture was concentrated and then was recrystallized from ethyl acetate. m.p.; 78.0°C. Yield: 48.3 g (52.5%). Reactants: O=C([O-])[O-], Oc1ccc(Cl)c2ccccc12, O=[N+]([O-])c1cc(Cl)c(Cl)c(Cl)c1, [K+], [K+], CN(C)C=O. Product: O=[N+]([O-])c1cc(Cl)c(Oc2ccc(Cl)c3ccccc23)c(Cl)c1. RXN SMILES: [C:1](=[O:2])([O-:3])[O-:4].[Cl:19][c:20]1[cH:21][cH:22][c:23]([OH:30])[c:24]2[cH:25][cH:26][cH:27][cH:28][c:29]12.[Cl:7][c:8]1[cH:9][c:10]([N+:16](=[O:17])[O-:18])[cH:11][c:12]([Cl:15])[c:13]1[Cl:14].[K+:5].[K+:6].[O:31]=[CH:32][N:33]([CH3:34])[CH3:35]>>[Cl:7][c:8]1[cH:9][c:10]([N+:16](=[O:17])[O-:18])[cH:11][c:12]([Cl:15])[c:13]1[O:30][c:23]1[cH:22][cH:21][c:20]([Cl:19])[c:29]2[c:24]1[cH:25][cH:26][cH:27][cH:28]2. Reactants: Br, CCC(NC(=O)c1cncc2c1cnn2-c1ccc(F)cc1)c1cc(OC)nc(S(C)(=O)=O)c1, O. Yields the product CCC(NC(=O)c1cncc2c1cnn2-c1ccc(F)cc1)c1cc(S(C)(=O)=O)[nH]c(=O)c1. As a reaction SMILES: [BrH:35].[CH3:1][S:2](=[O:3])(=[O:4])[c:5]1[n:6][c:7]([O:33][CH3:34])[cH:8][c:9]([CH:11]([CH2:12][CH3:13])[NH:14][C:15](=[O:16])[c:17]2[c:18]3[c:19]([cH:20][n:21][cH:22]2)[n:23](-[c:26]2[cH:27][cH:28][c:29]([F:32])[cH:30][cH:31]2)[n:24][cH:25]3)[cH:10]1.[OH2:36]>>[CH3:1][S:2](=[O:3])(=[O:4])[c:5]1[nH:6][c:7](=[O:33])[cH:8][c:9]([CH:11]([CH2:12][CH3:13])[NH:14][C:15](=[O:16])[c:17]2[c:18]3[c:19]([cH:20][n:21][cH:22]2)[n:23](-[c:26]2[cH:27][cH:28][c:29]([F:32])[cH:30][cH:31]2)[n:24][cH:25]3)[cH:10]1. Reactants: CS(=O)(=O)Cl, Cn1c(C(F)(F)F)cnc(-c2cc(N)c(Cl)cc2Cl)c1=O, O, c1ccncc1. Yields the product Cn1c(C(F)(F)F)cnc(-c2cc(NS(C)(=O)=O)c(Cl)cc2Cl)c1=O. As a reaction SMILES: [CH3:23][S:24]([Cl:25])(=[O:26])=[O:27].[NH2:1][c:2]1[c:3]([Cl:21])[cH:4][c:5]([Cl:20])[c:6](-[c:8]2[c:9](=[O:19])[n:10]([CH3:18])[c:11]([C:14]([F:15])([F:16])[F:17])[cH:12][n:13]2)[cH:7]1.[OH2:22].[cH:28]1[cH:29][cH:30][n:31][cH:32][cH:33]1>>[NH:1]([c:2]1[c:3]([Cl:21])[cH:4][c:5]([Cl:20])[c:6](-[c:8]2[c:9](=[O:19])[n:10]([CH3:18])[c:11]([C:14]([F:15])([F:16])[F:17])[cH:12][n:13]2)[cH:7]1)[S:24]([CH3:23])(=[O:26])=[O:27].